From a dataset of the Open Reaction Database (ORD), a public repository of structured organic reaction records. describe an organic reaction: reactants, conditions, products, and yield Reactants: NC=1C=C(C#N)C=CC1N (3,4-diaminobenzonitrile), C(C)(C)(C)OC(=O)N1CCC(CC1)OC1=CC=C(OCC(=O)O)C=C1 (4-(1-tert-butoxycarbonylpiperidin-4-yloxy)phenoxyacetic acid), 1-ethoxycarbonyl-2-ethoxy-1,2-dihydroxyquinoline. The solvent is O1CCCC1 (tetrahydrofuran). Reaction conditions: time 16 hour. Yields the product C(C)(C)(C)OC(=O)N1CCC(CC1)OC1=CC=C(C=C1)OCC(NC1=C(C=CC(=C1)C#N)N)=O (4-[4-(2-Amino-5-cyanophenylcarbamoylmethoxy)phenyloxy]piperidine-1-carboxylic Acid tert-Butyl Ester). Isolated yield 93.4%. As a reaction SMILES: [NH2:1][C:2]1[CH:3]=[C:4]([CH:7]=[CH:8][C:9]=1[NH2:10])[C:5]#[N:6].[C:11]([O:15][C:16]([N:18]1[CH2:23][CH2:22][CH:21]([O:24][C:25]2[CH:35]=[CH:34][C:28]([O:29][CH2:30][C:31](O)=[O:32])=[CH:27][CH:26]=2)[CH2:20][CH2:19]1)=[O:17])([CH3:14])([CH3:13])[CH3:12]>O1CCCC1>[C:11]([O:15][C:16]([N:18]1[CH2:19][CH2:20][CH:21]([O:24][C:25]2[CH:35]=[CH:34][C:28]([O:29][CH2:30][C:31](=[O:32])[NH:1][C:2]3[CH:3]=[C:4]([C:5]#[N:6])[CH:7]=[CH:8][C:9]=3[NH2:10])=[CH:27][CH:26]=2)[CH2:22][CH2:23]1)=[O:17])([CH3:14])([CH3:13])[CH3:12]. Procedure details: To a solution of 3,4-diaminobenzonitrile (474 mg), 4-(1-tert-butoxycarbonylpiperidin-4-yloxy)phenoxyacetic acid (1.25 g) in tetrahydrofuran (50 ml) was added 1-ethoxycarbonyl-2-ethoxy-1,2-dihydroxyquinoline (1.06 g) with ice-cooling, and the mixture was stirred at room temperature for 16 hours. After completion of the reaction, the solvent was evaporated and to the obtained residue were added chloroform and hexane. The resultant solid was collected by filtration and dried under reduced pressure ... Isolated yield 77.0%. As a reaction SMILES: [ClH:1].C(OC(=O)[NH:8][CH2:9][C:10]1[CH:15]=[CH:14][C:13]([CH2:16][O:17][C:18]2[CH:23]=[CH:22][C:21]([C:24](=[O:29])[CH2:25][CH:26]([CH3:28])[CH3:27])=[C:20]([OH:30])[C:19]=2[C:31]([F:34])([F:33])[F:32])=[CH:12][CH:11]=1)(C)(C)C>O1CCOCC1.C(OCC)(=O)C>[ClH:1].[NH2:8][CH2:9][C:10]1[CH:11]=[CH:12][C:13]([CH2:16][O:17][C:18]2[CH:23]=[CH:22][C:21]([C:24](=[O:29])[CH2:25][CH:26]([CH3:28])[CH3:27])=[C:20]([OH:30])[C:19]=2[C:31]([F:32])([F:33])[F:34])=[CH:14][CH:15]=1 |f:4.5|. Run in O1CCOCC1 (1,4-dioxane), C(C)(=O)OCC (ethyl acetate), O1CCOCC1 (1,4-dioxane). The reactants are Cl (hydrogen chloride), C(C)(C)(C)OC(NCC1=CC=C(C=C1)COC1=C(C(=C(C=C1)C(CC(C)C)=O)O)C(F)(F)F)=O ({4-[3-hydroxy-4-(3-methyl-butyryl)-2-trifluoromethyl-phenoxymethyl]-benzyl}-carbamic acid tert-butyl ester). The product is Cl.NCC1=CC=C(COC2=C(C(=C(C=C2)C(CC(C)C)=O)O)C(F)(F)F)C=C1 (1-[4-(4-Aminomethyl-benzyloxy)-2-hydroxy-3-trifluoromethyl-phenyl]-3-methyl-butan-1-one hydrochloride). Procedure details: Add 4M hydrogen chloride in 1,4-dioxane (25 mL) to a mixture of {4-[3-hydroxy-4-(3-methyl-butyryl)-2-trifluoromethyl-phenoxymethyl]-benzyl}-carbamic acid tert-butyl ester (1.4 g, 2.91 mmol) in anhydrous 1,4-dioxane (25 mL) and heat the reaction at 50° C. for 1.5 hrs. Cool the reaction mixture to room temperature, dilute with ethyl acetate, and filter to provide the product as a white solid (934 mg, 2.24 mmol, 77% yield). RXN SMILES: Cl.CN1[CH2:8][CH2:7][CH:6]([C:9]([C:11]2[C:16]([CH2:17][CH2:18][C:19]3[CH:24]=[CH:23][CH:22]=[C:21]([Cl:25])[CH:20]=3)=[CH:15][CH:14]=[CH:13][N:12]=2)=O)CC1.F.[B].C1N[C:33](=O)[NH:32][C:30](=O)[C:29]=1C(F)(F)F>>[Cl:25][C:21]1[CH:22]=[CH:23][C:24]2[C:9](=[C:6]3[CH2:7][CH2:8][CH2:29][CH2:30][N:32]3[CH3:33])[C:11]3=[N:12][CH:13]=[CH:14][CH:15]=[C:16]3[CH2:17][CH2:18][C:19]=2[CH:20]=1 |f:0.1,3.4|. The reactants are Cl.CN1CCC(CC1)C(=O)C1=NC=CC=C1CCC1=CC(=CC=C1)Cl ((1-methyl-4-piperidinyl)[3-[2-( 3-chlorophenyl)ethyl]-2-pyridinyl]methanone hydrochloride), F (hydrofluoric acid), [B].C1=C(C(=O)NC(=O)N1)C(F)(F)F (boron trifluoridine). The product is ClC=1C=CC2=C(CCC=3C(=NC=CC3)C2=C2N(CCCC2)C)C1 (8-chloro-6,11-dihydro-11-(1-methyl-piperidylidene)-5H-benzo[5,6]cyclohepta[1,2-b]pyridine). Procedure: To a solution of a product of Step D above (59 g, 0.15 mole) in 120 mL (120 g, 6.0 mole) of hydrofluoric acid at -35° C. is added boron trifluoridine (44.3 g, 0.66 mole) over 1 hour. Completeness of the reaction is determined by thin-layer chromatography. The reaction is quenched using ice, water and potassium hydroxide to a final pH of 10. The product is extracted into toulene and the toluene solution is washed with water and brine. The toluene solution is concentrated to a residue, which is di...